This data is from the Open Reaction Database (ORD), a public repository of structured organic reaction records. The task is: describe an organic reaction: reactants, conditions, products, and yield Starting materials: BrCCC1=C(C(=O)OC)C=C(C=C1)Cl (methyl 2-(bromoethyl)-5-chlorobenzoate), FC=1C=C(C=C(C1)F)O (3,5-difluorophenol). The product is ClC=1C=CC(=C(C(=O)OC)C1)COC1=CC(=CC(=C1)F)F (Methyl 5-chloro-2-[(3,5-difluorophenoxy)methyl]benzoate). Reaction SMILES: BrC[CH2:3][C:4]1[CH:13]=[CH:12][C:11]([Cl:14])=[CH:10][C:5]=1[C:6]([O:8][CH3:9])=[O:7].[F:15][C:16]1[CH:17]=[C:18]([OH:23])[CH:19]=[C:20]([F:22])[CH:21]=1>>[Cl:14][C:11]1[CH:12]=[CH:13][C:4]([CH2:3][O:23][C:18]2[CH:17]=[C:16]([F:15])[CH:21]=[C:20]([F:22])[CH:19]=2)=[C:5]([CH:10]=1)[C:6]([O:8][CH3:9])=[O:7]. Procedure: The title compound was prepared according to the procedure described in step 1 of Example 1 from methyl 2-(bromoethyl)-5-chlorobenzoate and 3,5-difluorophenol: Starting materials: N1C(CC2=CC=CC=C12)=O (oxindole), N1(CCCC1)CCOC=1C=C2C=C(NC2=CC1)C=O (5-(2-pyrrolidin-1-yl-ethoxy)-1H-indole-2-carbaldehyde), N1CCCCC1 (piperidine). Run in C(C)O (ethanol). Conditions: temperature 100 celsius. The product is N1(CCCC1)CCOC=1C=C2C=C(NC2=CC1)C=C1C(NC2=CC=CC=C12)=O (3-[5-(2-Pyrrolidin-1-yl-ethoxy)-1H-indol-2-ylmethylene]-1,3-dihydro-indol-2-one). The yield is 81.7%. RXN SMILES: [NH:1]1[C:9]2[C:4](=[CH:5][CH:6]=[CH:7][CH:8]=2)[CH2:3][C:2]1=[O:10].[N:11]1([CH2:16][CH2:17][O:18][C:19]2[CH:20]=[C:21]3[C:25](=[CH:26][CH:27]=2)[NH:24][C:23]([CH:28]=O)=[CH:22]3)[CH2:15][CH2:14][CH2:13][CH2:12]1.N1CCCCC1>C(O)C>[N:11]1([CH2:16][CH2:17][O:18][C:19]2[CH:20]=[C:21]3[C:25](=[CH:26][CH:27]=2)[NH:24][C:23]([CH:28]=[C:3]2[C:4]4[C:9](=[CH:8][CH:7]=[CH:6][CH:5]=4)[NH:1][C:2]2=[O:10])=[CH:22]3)[CH2:12][CH2:13][CH2:14][CH2:15]1. Reported procedure: A mixture of oxindole (26.6 mg, 0.2 mmol), 5-(2-pyrrolidin-1-yl-ethoxy)-1H-indole-2-carbaldehyde (52 mg, 0.2 mmol) and piperidine (0.1 mL) in ethanol (1 mL) was heated at 100° C. for 2 hours. The precipitate was collected by vacuum filtration, washed with ethanol and dried to give 61 mg (81%) of the title compound. Procedure: To a solution of 1.0 g of 3-methyl-6-[3-(amino)phenyl]-1,2,4-triazolo[4,3-b]pyridazine in 200 ml of dichloromethane was added 0.36 ml of methyl chloroformate and 0.81 ml of diisopropylethylamine. The mixture was stirred for 3 hours and the solid collected, giving 0.9 g of [3-(3-methyl-1,2,4-triazolo[4,3-b]pyridazin-6-yl)phenyl]carbamic acid, methyl ester. A 0.8 g portion of this compound was suspended in 100 ml of dimethylformamide together with 0.15 g of hexane washed sodium hydride (50% in oil... Run at time 3 hour. The product is CC1=NN=C2N1N=C(C=C2)C=2C=C(C=CC2)NC(OC)=O ([3-(3-methyl-1,2,4-triazolo[4,3-b]pyridazin-6-yl)phenyl]carbamic acid, methyl ester). RXN SMILES: [CH3:1][C:2]1[N:6]2[N:7]=[C:8]([C:11]3[CH:16]=[CH:15][CH:14]=[C:13]([NH2:17])[CH:12]=3)[CH:9]=[CH:10][C:5]2=[N:4][N:3]=1.Cl[C:19]([O:21][CH3:22])=[O:20].C(N(C(C)C)CC)(C)C>ClCCl>[CH3:1][C:2]1[N:6]2[N:7]=[C:8]([C:11]3[CH:12]=[C:13]([NH:17][C:19](=[O:20])[O:21][CH3:22])[CH:14]=[CH:15][CH:16]=3)[CH:9]=[CH:10][C:5]2=[N:4][N:3]=1. Reactants: CC1=NN=C2N1N=C(C=C2)C2=CC(=CC=C2)N (3-methyl-6-[3-(amino)phenyl]-1,2,4-triazolo[4,3-b]pyridazine), ClC(=O)OC (methyl chloroformate), C(C)(C)N(CC)C(C)C (diisopropylethylamine). Solvent: ClCCl (dichloromethane).